This data is from the Open Reaction Database (ORD), a public repository of structured organic reaction records. The task is: describe an organic reaction: reactants, conditions, products, and yield Reactants: O=C(Cc1cccc([N+](=O)[O-])c1)Nc1nc(-c2c[nH]c3ncccc23)cs1, [NH4+], [OH-]. The product is Nc1cccc(CC(=O)Nc2nc(-c3c[nH]c4ncccc34)cs2)c1. Reaction SMILES: [N+:1]([O-:2])(=[O:3])[c:4]1[cH:5][c:6]([CH2:10][C:11](=[O:12])[NH:13][c:14]2[s:15][cH:16][c:17](-[c:19]3[cH:20][nH:21][c:22]4[n:23][cH:24][cH:25][cH:26][c:27]34)[n:18]2)[cH:7][cH:8][cH:9]1.[NH4+:29].[OH-:28]>>[NH2:1][c:4]1[cH:5][c:6]([CH2:10][C:11](=[O:12])[NH:13][c:14]2[s:15][cH:16][c:17](-[c:19]3[cH:20][nH:21][c:22]4[n:23][cH:24][cH:25][cH:26][c:27]34)[n:18]2)[cH:7][cH:8][cH:9]1. The reactants are C(=O)=O (dry ice), ClC1=CC=C(C=C1)OC(F)(F)F (1-chloro-4-(trifluoromethoxy)benzene), solution, C(CCC)[Li] (butyllithium), hexanes, C(C)(C)NC(C)C (diisopropylamine). Solvent: O1CCCC1 (tetrahydrofuran). Reaction conditions: temperature -100 celsius, time 2 hour. The product is ClC=1C=CC(=C(C(=O)O)C1)OC(F)(F)F (5-chloro-2-(trifluoromethoxy)benzoic Acid). Reaction SMILES: C([Li])CCC.C(NC(C)C)(C)C.[Cl:13][C:14]1[CH:19]=[CH:18][C:17]([O:20][C:21]([F:24])([F:23])[F:22])=[CH:16][CH:15]=1.[C:25](=[O:27])=[O:26]>O1CCCC1>[Cl:13][C:14]1[CH:15]=[CH:16][C:17]([O:20][C:21]([F:22])([F:23])[F:24])=[C:18]([CH:19]=1)[C:25]([OH:27])=[O:26]. Procedure details: A 1.6 M solution of butyllithium in hexanes (26.5 mmol, 16.5 mL) was added to a 0° C. solution of diisopropylamine (2.65 g, 26.5 mmol) in tetrahydrofuran (50 mL). The solution was cooled to −100° C., and 1-chloro-4-(trifluoromethoxy)benzene (Matrix) (5.0 g, 26.5 mmol) was added. After 2 h at −100° C., the mixture was poured onto an excess of freshly crushed dry ice. After evaporation of the volatiles, the residue was dissolved in a 1 M aqueous solution (50 mL) of sodium hydroxide, washed with di...